From a dataset of the Open Reaction Database (ORD), a public repository of structured organic reaction records. describe an organic reaction: reactants, conditions, products, and yield The reactants are ClC1=CC=C(C=C1)C1=CC=C(O1)C=NN1C(N(C(C1)=O)CCCCN1CCN(CC1)C)=O (1-[[[5-(4-chlorophenyl)-2-furanyl]methylene]amino]-3-[4-(4-methyl-1-piperazinyl)butyl]-2,4-imidazolidinedione), C (charcoal), C(\C=C/C(=O)O)(=O)O (maleic acid). Solvent: CO (MeOH). Conditions: time 2 hour. The product is C(\C=C/C(=O)O)(=O)O.C(\C=C/C(=O)O)(=O)O.ClC1=CC=C(C=C1)C1=CC=C(O1)C=NN1C(N(C(C1)=O)CCCCN1CCN(CC1)C)=O (1-[[[5-(4-chlorophenyl)-2-furanyl]methylene]amino]-3-[4-(4-methyl-1-piperazinyl)butyl]-2,4-imidazolidinedione di-2-Z-butenedioic acid). RXN SMILES: [Cl:1][C:2]1[CH:7]=[CH:6][C:5]([C:8]2[O:12][C:11]([CH:13]=[N:14][N:15]3[CH2:19][C:18](=[O:20])[N:17]([CH2:21][CH2:22][CH2:23][CH2:24][N:25]4[CH2:30][CH2:29][N:28]([CH3:31])[CH2:27][CH2:26]4)[C:16]3=[O:32])=[CH:10][CH:9]=2)=[CH:4][CH:3]=1.C.[C:34]([OH:41])(=[O:40])/[CH:35]=[CH:36]\[C:37]([OH:39])=[O:38]>CO>[C:34]([OH:41])(=[O:40])/[CH:35]=[CH:36]\[C:37]([OH:39])=[O:38].[C:34]([OH:41])(=[O:40])/[CH:35]=[CH:36]\[C:37]([OH:39])=[O:38].[Cl:1][C:2]1[CH:3]=[CH:4][C:5]([C:8]2[O:12][C:11]([CH:13]=[N:14][N:15]3[CH2:19][C:18](=[O:20])[N:17]([CH2:21][CH2:22][CH2:23][CH2:24][N:25]4[CH2:26][CH2:27][N:28]([CH3:31])[CH2:29][CH2:30]4)[C:16]3=[O:32])=[CH:10][CH:9]=2)=[CH:6][CH:7]=1 |f:4.5.6|. Procedure details: The free base compound, 1-[[[5-(4-chlorophenyl)-2-furanyl]methylene]amino]-3-[4-(4-methyl-1-piperazinyl)butyl]-2,4-imidazolidinedione [prepared as described in Example G herein], (4.4 g, 0.0096 mole) is dissolved in MeOH (125 ml), treated with activated charcoal, and filtered. To this solution is added a solution of maleic acid (2.23 g, 0.0192 mole) in one portion. The resulting mixture is stirred at room temperature for approximately 2 hours and is then collected, and air-dried. This solid is r... Product: C12(CC3CC(CC(C1)C3)C2)N2N(C(=CC2=O)C)C(C)C (Adamantan-1-yl-1-isopropyl-5-methyl-1,2-dihydro-pyrazol-3-one), C12(CC3CC(CC(C1)C3)C2)C=2C(NN(C2C)C(C)C)=O (4-adamantan-1-yl-1-isopropyl-5-methyl-1,2-dihydro-pyrazol-3-one). Starting materials: C12(CC3CC(CC(C1)C3)C2)C=2C(NNC2C)=O (4-adamantan-1-yl-5-methyl-1,2-dihydro-pyrazol-3-one), BrC(C)C (2-bromopropane). Yield: 34.5%. Run in CN(C)C=O (DMF). Reaction SMILES: [C:1]12([C:11]3[C:12](=[O:17])[NH:13][NH:14][C:15]=3[CH3:16])[CH2:10][CH:5]3[CH2:6][CH:7]([CH2:9][CH:3]([CH2:4]3)[CH2:2]1)[CH2:8]2.Br[CH:19]([CH3:21])[CH3:20]>CN(C=O)C>[C:1]12([N:13]3[C:12](=[O:17])[CH:20]=[C:19]([CH3:21])[N:14]3[CH:15]([CH3:16])[CH3:11])[CH2:2][CH:3]3[CH2:9][CH:7]([CH2:6][CH:5]([CH2:4]3)[CH2:10]1)[CH2:8]2.[C:1]12([C:11]3[C:12](=[O:17])[NH:13][N:14]([CH:19]([CH3:21])[CH3:20])[C:15]=3[CH3:16])[CH2:2][CH:3]3[CH2:9][CH:7]([CH2:6][CH:5]([CH2:4]3)[CH2:10]1)[CH2:8]2. Run at time 48 hour. Procedure: A sealable tube was charged with 4-adamantan-1-yl-5-methyl-1,2-dihydro-pyrazol-3-one (0.05 g), 2-bromopropane (0.026 g) and DMF and purged with argon and sealed. The reaction vessel was immersed into a heated oil bath at 110 degrees C. for 48 hours. The reaction vessel was then cooled and opened carefully. The reaction mixture was diluted with EtOAc and aq. NaHCO3 solution and the phases were separated. The aqueous layer was extracted with further EtOAc and the combined organic layers were washe...